From a dataset of the Open Reaction Database (ORD), a public repository of structured organic reaction records. describe an organic reaction: reactants, conditions, products, and yield The reactants are BrC1=CC(=C(C=C1)S(=O)(=O)Cl)C (4-bromo-2-methylbenzenesulfonyl chloride), NC=1C(=NN(C1C)C)C (4-amino-1,3,5-trimethyl-1H-pyrazole), intermediate 1. The solvent is N1=CC=CC=C1 (pyridine). Product: BrC1=CC(=C(C=C1)S(=O)(=O)NC=1C(=NN(C1C)C)C)C (4-Bromo-2-methyl-N-(1,3,5-trimethyl-1H-pyrazol-4-yl)-benzenesulfonamide). The yield is 93.3%. As a reaction SMILES: [Br:1][C:2]1[CH:7]=[CH:6][C:5]([S:8](Cl)(=[O:10])=[O:9])=[C:4]([CH3:12])[CH:3]=1.[NH2:13][C:14]1[C:15]([CH3:21])=[N:16][N:17]([CH3:20])[C:18]=1[CH3:19]>N1C=CC=CC=1>[Br:1][C:2]1[CH:7]=[CH:6][C:5]([S:8]([NH:13][C:14]2[C:15]([CH3:21])=[N:16][N:17]([CH3:20])[C:18]=2[CH3:19])(=[O:10])=[O:9])=[C:4]([CH3:12])[CH:3]=1. Procedure: Prepared from 4-bromo-2-methylbenzenesulfonyl chloride (0.736 g, 2.7 mmol) and 4-amino-1,3,5-trimethyl-1H-pyrazole (0.35 g, 2.8 mmol) in pyridine (4.5 ml) according to the method of intermediate 1, to give the title compound as an orange solid (906 m, 2.52 mmol, 93%). δH (D-6 DMSO, 300K) 9.24 (1H, s), 7.70 (1H, d, J=1.5 Hz), 7.54 (1H, dd, J=8.5 Hz 1.5 Hz), 7.48 (1H, d 8.5 Hz), 3.55 (3H, s), 2.57 (3H, s), 1.82 (3H, s), 1.59 (3H, s). m/z (ES+, 70V) 360.0 (MH+). Reactants: BrC1=C2C(=CNC2=C(C=C1)F)CC(C)O (1-(4-bromo-7-fluoro-1H-indol-3-yl)-propan-2-ol), C(CCC)(=O)CC(=O)OCC (ethyl butyrylacetate), B(F)(F)F.CCOCC (BF3.OEt2). The solvent is C(Cl)Cl (CH2Cl2), C(Cl)Cl (CH2Cl2). Conditions: time 3 hour. Product: C(C)OC(CC1(OC(CC2=C1NC1=C(C=CC(=C21)Br)F)C)CCC)=O ((5-bromo-8-fluoro-3-methyl-1-propyl-1,3,4,9-tetrahydro-pyrano[3,4-b]indol-1-yl)-acetic acid ethyl ester). RXN SMILES: [Br:1][C:2]1[CH:10]=[CH:9][C:8]([F:11])=[C:7]2[C:3]=1[C:4]([CH2:12][CH:13]([OH:15])[CH3:14])=[CH:5][NH:6]2.[C:16]([CH2:21][C:22]([O:24][CH2:25][CH3:26])=[O:23])(=O)[CH2:17][CH2:18][CH3:19].B(F)(F)F.CCOCC>C(Cl)Cl>[CH2:25]([O:24][C:22](=[O:23])[CH2:21][C:16]1([CH2:17][CH2:18][CH3:19])[C:5]2[NH:6][C:7]3[C:3]([C:4]=2[CH2:12][CH:13]([CH3:14])[O:15]1)=[C:2]([Br:1])[CH:10]=[CH:9][C:8]=3[F:11])[CH3:26] |f:2.3|. Reported procedure: To a solution of 1-(4-bromo-7-fluoro-1H-indol-3-yl)-propan-2-ol (155 mg, 0.570 mmol) and ethyl butyrylacetate (0.137 mL, 0.854 mmol) in CH2Cl2 (3 mL) was added BF3.OEt2 (0.11 mL, 0.854 mmol) dropwise at room temperature. After stirring for 3 hours, the mixture was diluted with CH2Cl2 (15 mL) and then washed with saturated aqueous NaHCO3 (15 mL) and brine (15 mL). The organic phase was dried (Na2SO4) and concentrated. The residue was purified by flash chromatography (silica, 10% EtOAc in hexanes)... Starting materials: COC(=O)C(C)(C)COC(=O)N1CC(CN(C(=O)OC(C)(C)C)C(C)c2cccc3ccccc23)C(c2ccccc2)C1, Cc1ccccc1, Cl, C1COCCO1. Product: COC(=O)C(C)(C)COC(=O)N1CC(CNC(C)c2cccc3ccccc23)C(c2ccccc2)C1. Reaction SMILES: [C:1]([O:2][C:3](=[O:4])[N:8]([CH:9]([CH3:10])[c:11]1[cH:12][cH:13][cH:14][c:15]2[cH:16][cH:17][cH:18][cH:19][c:20]12)[CH2:21][CH:22]1[CH2:23][N:24]([C:33](=[O:34])[O:35][CH2:36][C:37]([C:38](=[O:39])[O:40][CH3:41])([CH3:42])[CH3:43])[CH2:25][CH:26]1[c:27]1[cH:28][cH:29][cH:30][cH:31][cH:32]1)([CH3:5])([CH3:6])[CH3:7].[CH3:51][c:52]1[cH:53][cH:54][cH:55][cH:56][cH:57]1.[ClH:50].[O:44]1[CH2:45][CH2:46][O:47][CH2:48][CH2:49]1>>[NH:8]([CH:9]([CH3:10])[c:11]1[cH:12][cH:13][cH:14][c:15]2[cH:16][cH:17][cH:18][cH:19][c:20]12)[CH2:21][CH:22]1[CH2:23][N:24]([C:33](=[O:34])[O:35][CH2:36][C:37]([C:38](=[O:39])[O:40][CH3:41])([CH3:42])[CH3:43])[CH2:25][CH:26]1[c:27]1[cH:28][cH:29][cH:30][cH:31][cH:32]1.